Dataset: the Open Reaction Database (ORD), a public repository of structured organic reaction records. Task: describe an organic reaction: reactants, conditions, products, and yield Reactants: FC=1C(=C(C=CC1)C1=CCN(CC1)C(=O)OC(C)(C)C)C(F)(F)F (tert-butyl 4-(3-fluoro-2-(trifluoromethyl)phenyl)-5,6-dihydropyridine-1(2H)-carboxylate). Reagents/catalysts: [Pd] (Pd/C). Solvent: CCO (EtOH). Run at time 18 hour. The product is FC=1C(=C(C=CC1)C1CCN(CC1)C(=O)OC(C)(C)C)C(F)(F)F (tert-butyl 4-(3-fluoro-2-(trifluoromethyl)phenyl)piperidine-1-carboxylate). Isolated yield 101.6%. As a reaction SMILES: [F:1][C:2]1[C:3]([C:21]([F:24])([F:23])[F:22])=[C:4]([C:8]2[CH2:13][CH2:12][N:11]([C:14]([O:16][C:17]([CH3:20])([CH3:19])[CH3:18])=[O:15])[CH2:10][CH:9]=2)[CH:5]=[CH:6][CH:7]=1>CCO.[Pd]>[F:1][C:2]1[C:3]([C:21]([F:24])([F:22])[F:23])=[C:4]([CH:8]2[CH2:9][CH2:10][N:11]([C:14]([O:16][C:17]([CH3:20])([CH3:19])[CH3:18])=[O:15])[CH2:12][CH2:13]2)[CH:5]=[CH:6][CH:7]=1. Procedure details: A mixture of tert-butyl 4-(3-fluoro-2-(trifluoromethyl)phenyl)-5,6-dihydropyridine-1(2H)-carboxylate (3, 4.7 g, 13.6 mmol) and 10% Pd/C (1.0 g) in EtOH (100 mL) was placed under an atmosphere of H2 (30 psi) at ambient temperature for 18 h. the mixture was filtered through a Celite, and the filtrate was concentrated under reduced pressure to give tert-butyl 4-(3-fluoro-2-(trifluoromethyl)phenyl)piperidine-1-carboxylate (4) as a clear oil (4.80 g, >99%): 1H NMR (300 MHz, DMSO-d6) δ 7.72-7.60 (m, 1...